Dataset: the Open Reaction Database (ORD), a public repository of structured organic reaction records. Task: describe an organic reaction: reactants, conditions, products, and yield The reactants are CCOC(=O)c1cc2cc(O)c(Cl)cc2[nH]1, CC(C)N1CCC(O)CC1, C1CCOC1, c1ccc(P(c2ccccc2)c2ccccc2)cc1. Yields the product CCOC(=O)c1cc2cc(OC3CCN(C(C)C)CC3)c(Cl)cc2[nH]1. Reaction SMILES: [CH2:1]([CH3:2])[O:3][C:4](=[O:5])[c:6]1[nH:7][c:8]2[cH:9][c:10]([Cl:16])[c:11]([OH:15])[cH:12][c:13]2[cH:14]1.[CH:17]([CH3:18])([CH3:19])[N:20]1[CH2:21][CH2:22][CH:23]([OH:26])[CH2:24][CH2:25]1.[O:46]1[CH2:47][CH2:48][CH2:49][CH2:50]1.[c:27]1([P:28]([c:29]2[cH:30][cH:31][cH:32][cH:33][cH:34]2)[c:35]2[cH:36][cH:37][cH:38][cH:39][cH:40]2)[cH:41][cH:42][cH:43][cH:44][cH:45]1>>[CH2:1]([CH3:2])[O:3][C:4](=[O:5])[c:6]1[nH:7][c:8]2[cH:9][c:10]([Cl:16])[c:11]([O:15][CH:23]3[CH2:22][CH2:21][N:20]([CH:17]([CH3:18])[CH3:19])[CH2:25][CH2:24]3)[cH:12][c:13]2[cH:14]1. Reactants: solution, Cl (hydrogen chloride), C(#N)C=1C=C(C=CC1)C=1N=C(SC1)N1CCN(CC1)C(=O)OC(C)(C)C (tert-butyl 4-[4-(3-cyanophenyl)-1,3-thiazol-2-yl]piperazine-1-carboxylate). The solvent is C(C)(=O)OCC (ethyl acetate), C(C)(=O)OCC (ethyl acetate). Run at time 6 hour. Product: N1(CCNCC1)C=1SC=C(N1)C=1C=C(C#N)C=CC1 (3-(2-piperazin-1-yl-1,3-thiazol-4-yl)benzonitrile). Isolated yield 65.3%. RXN SMILES: Cl.[C:2]([C:4]1[CH:5]=[C:6]([C:10]2[N:11]=[C:12]([N:15]3[CH2:20][CH2:19][N:18](C(OC(C)(C)C)=O)[CH2:17][CH2:16]3)[S:13][CH:14]=2)[CH:7]=[CH:8][CH:9]=1)#[N:3]>C(OCC)(=O)C>[N:15]1([C:12]2[S:13][CH:14]=[C:10]([C:6]3[CH:5]=[C:4]([CH:9]=[CH:8][CH:7]=3)[C:2]#[N:3])[N:11]=2)[CH2:20][CH2:19][NH:18][CH2:17][CH2:16]1. Procedure: A 4 N solution (25 ml) of hydrogen chloride in ethyl acetate was added to a solution of tert-butyl 4-[4-(3-cyanophenyl)-1,3-thiazol-2-yl]piperazine-1-carboxylate (920 mg, 2.48 mmol) in ethyl acetate (50 ml), the mixture was stirred at room temperature for 6 hours, and the solvent was distilled off under reduced pressure. The residue was dissolved in water, neutralized with a 1 N sodium hydroxide aqueous solution, and extracted with chloroform. The extract was washed with water, and dried over an...